This data is from the Open Reaction Database (ORD), a public repository of structured organic reaction records. The task is: describe an organic reaction: reactants, conditions, products, and yield The reactants are O=C([O-])[O-], CS(C)=O, CCOC(C)=O, CCC(CC)Nc1c(C#N)ncc(Cl)c1I, [K+], [K+], OO. Yields the product CCC(CC)Nc1c(C(N)=O)ncc(Cl)c1I. RXN SMILES: [C:17]([O-:18])(=[O:19])[O-:20].[CH3:25][S:26]([CH3:27])=[O:28].[CH3:29][CH2:30][O:31][C:32]([CH3:33])=[O:34].[Cl:1][c:2]1[c:3]([I:16])[c:4]([NH:10][CH:11]([CH2:12][CH3:13])[CH2:14][CH3:15])[c:5]([C:8]#[N:9])[n:6][cH:7]1.[K+:21].[K+:22].[OH:23][OH:24]>>[Cl:1][c:2]1[c:3]([I:16])[c:4]([NH:10][CH:11]([CH2:12][CH3:13])[CH2:14][CH3:15])[c:5]([C:8]([NH2:9])=[O:18])[n:6][cH:7]1. The reactants are CC=1NC=CN1 (2-methylimidazole), ClC1=C(SC=2N=CN=C(C21)NCCC2=CC1=C(C=C2)OCO1)C (5-chloro-6-methyl-4-(3,4-methylenedioxyphenethylamino)-thieno-[2,3-d]-pyrimidine). RXN SMILES: [CH3:1][C:2]1[NH:3][CH:4]=[CH:5][N:6]=1.Cl[C:8]1[C:16]2[C:15]([NH:17][CH2:18][CH2:19][C:20]3[CH:25]=[CH:24][C:23]4[O:26][CH2:27][O:28][C:22]=4[CH:21]=3)=[N:14][CH:13]=[N:12][C:11]=2[S:10][C:9]=1[CH3:29]>>[CH3:1][C:2]1[N:3]([C:13]2[N:14]=[C:15]([NH:17][CH2:18][CH2:19][C:20]3[CH:25]=[CH:24][C:23]4[O:26][CH2:27][O:28][C:22]=4[CH:21]=3)[C:16]3[CH:8]=[C:9]([CH3:29])[S:10][C:11]=3[N:12]=2)[CH:4]=[CH:5][N:6]=1. The product is CC=1N(C=CN1)C=1N=C(C2=C(N1)SC(=C2)C)NCCC2=CC1=C(C=C2)OCO1 (2-(2-methylimidazol-1-yl)-6-methyl-4-(3,4-methylenedioxyphenethylamino)-thieno-[2,3-d]-pyrimidine). Procedure: Following the procedure of Example 97, the reaction of 2-methylimidazole with 5-chloro-6-methyl-4-(3,4-methylenedioxyphenethylamino)-thieno-[2,3-d]-pyrimidine gives 2-(2-methylimidazol-1-yl)-6-methyl-4-(3,4-methylenedioxyphenethylamino)-thieno-[2,3-d]-pyrimidine. Reactants: C(C)(=O)NC1=C(C(=O)OC)C=C(C=C1)N1C[C@H]([C@H](CC1)NC(=O)OCC1=CC=CC=C1)OC (Methyl cis(±)-2-(acetylamino)-5-(4-{[(benzyloxy)carbonyl]amino}-3-methoxypiperidin-1-yl)benzoate), [H][H] (hydrogen). Reagents/catalysts: [C].[Pd] (palladium-carbon). The solvent is C(C)O (ethanol). Yields the product C(C)(=O)NC1=C(C(=O)OC)C=C(C=C1)N1C[C@H]([C@H](CC1)N)OC (Methyl cis(±)-2-(acetylamino)-5-(4-amino-3-methoxypiperidin-1-yl)benzoate). As a reaction SMILES: [C:1]([NH:4][C:5]1[CH:14]=[CH:13][C:12]([N:15]2[CH2:20][CH2:19][C@H:18]([NH:21]C(OCC3C=CC=CC=3)=O)[C@H:17]([O:32][CH3:33])[CH2:16]2)=[CH:11][C:6]=1[C:7]([O:9][CH3:10])=[O:8])(=[O:3])[CH3:2].[H][H]>C(O)C.[C].[Pd]>[C:1]([NH:4][C:5]1[CH:14]=[CH:13][C:12]([N:15]2[CH2:20][CH2:19][C@H:18]([NH2:21])[C@H:17]([O:32][CH3:33])[CH2:16]2)=[CH:11][C:6]=1[C:7]([O:9][CH3:10])=[O:8])(=[O:3])[CH3:2] |f:3.4|. Procedure: Methyl cis(±)-2-(acetylamino)-5-(4-{[(benzyloxy)carbonyl]amino}-3-methoxypiperidin-1-yl)benzoate obtained in Example (185c) was dissolved in ethanol (25 mL). A 10% palladium-carbon catalyst (180 mg) was added, and the mixture was stirred in a hydrogen atmosphere overnight. The reaction solution was filtered through celite and then concentrated under reduced pressure to obtain 210 mg of the title compound. The resulting compound was used for the next reaction without purification. The reactants are NC(=O)c1cc(Br)cc2c(C3CCN(S(=O)(=O)CCCCl)CC3)n[nH]c12, C1CCNC1, [I-], [K+], [K+], [Na+], O=C([O-])[O-], CN(C)C=O. The product is NC(=O)c1cc(Br)cc2c(C3CCN(S(=O)(=O)CCCN4CCCC4)CC3)n[nH]c12. Reaction SMILES: [Br:1][c:2]1[cH:3][c:4]2[c:5]([CH:14]3[CH2:15][CH2:16][N:17]([S:20](=[O:21])(=[O:22])[CH2:23][CH2:24][CH2:25][Cl:26])[CH2:18][CH2:19]3)[n:6][nH:7][c:8]2[c:9]([C:11](=[O:12])[NH2:13])[cH:10]1.[CH2:35]1[CH2:36][CH2:37][NH:38][CH2:39]1.[I-:34].[K+:27].[K+:28].[Na+:33].[O-:29][C:30]([O-:31])=[O:32].[O:40]=[CH:41][N:42]([CH3:43])[CH3:44]>>[Br:1][c:2]1[cH:3][c:4]2[c:5]([CH:14]3[CH2:15][CH2:16][N:17]([S:20](=[O:21])(=[O:22])[CH2:23][CH2:24][CH2:25][N:38]4[CH2:37][CH2:36][CH2:35][CH2:39]4)[CH2:18][CH2:19]3)[n:6][nH:7][c:8]2[c:9]([C:11](=[O:12])[NH2:13])[cH:10]1. The reactants are C([O-])([O-])=O.[K+].[K+] (potassium carbonate), OC1=CC=C(C=2C=CC=NC12)C(=O)OC (methyl 8-hydroxy-5-quinolinecarboxylate), ClC(F)F (chlorodifluoromethane). Run in CN(C=O)C (dimethylformamide). The product is FC(OC1=CC=C(C=2C=CC=NC12)C(=O)OC)F (Methyl 8-difluoromethoxy-5-quinolinecarboxylate). As a reaction SMILES: [OH:1][C:2]1[C:11]2[N:10]=[CH:9][CH:8]=[CH:7][C:6]=2[C:5]([C:12]([O:14][CH3:15])=[O:13])=[CH:4][CH:3]=1.C(=O)([O-])[O-].[K+].[K+].Cl[CH:23]([F:25])[F:24]>CN(C)C=O>[F:24][CH:23]([F:25])[O:1][C:2]1[C:11]2[N:10]=[CH:9][CH:8]=[CH:7][C:6]=2[C:5]([C:12]([O:14][CH3:15])=[O:13])=[CH:4][CH:3]=1 |f:1.2.3|. Procedure details: 1.0 g (5.0 mmol) of methyl 8-hydroxy-5-quinolinecarboxylate was dissolved in 20 ml of dimethylformamide, 0.76 g (5.5 mmol) of potassium carbonate was added and 14 g of chlorodifluoromethane were introduced at 40° C. over a period of 2 hours. Solid components were then filtered off, the solvent was removed and the residue was washed with water and dried. This gave 0.75 g of a brown powder;